This data is from the Open Reaction Database (ORD), a public repository of structured organic reaction records. The task is: describe an organic reaction: reactants, conditions, products, and yield The product is CCC1=C(C2=NC1=CC3=C(C4=C([N-]3)C(=C5[C@H]([C@@H](C(=N5)C=C6C(=C(C(=C2)[N-]6)C=C)C)C)CCC(=O)OC/C=C(\C)/CCC[C@H](C)CCC[C@H](C)CCCC(C)C)[C@H](C4=O)C(=O)OC)C)C=O.[Mg+2] (chlorophyll B). As a reaction SMILES: [CH3:1][CH2:2][C:3]1[C:7]2=[CH:8][C:9]3[N-:13][C:12]4[C:14]([C@@H:56]([C:59]([O:61][CH3:62])=[O:60])[C:57](=[O:58])[C:11]=4[C:10]=3[CH3:63])=[C:15]3[N:19]=[C:18]([CH:20]=[C:21]4[N-:26][C:24](=[CH:25][C:5](=[N:6]2)[C:4]=1[CH3:64])[C:23]([CH:27]=[CH2:28])=[C:22]4[CH3:29])[C@@H:17]([CH3:30])[C@@H:16]3[CH2:31][CH2:32][C:33]([O:35][CH2:36]/[CH:37]=[C:38](/[CH2:40][CH2:41][CH2:42][C@@H:43]([CH2:45][CH2:46][CH2:47][C@@H:48]([CH2:50][CH2:51][CH2:52][CH:53]([CH3:55])[CH3:54])[CH3:49])[CH3:44])\[CH3:39])=[O:34].[Mg+2:65].CC(C)=[O:68]>>[CH3:1][CH2:2][C:3]1[C:7]2=[CH:8][C:9]3[N-:13][C:12]4[C:14]([C@@H:56]([C:59]([O:61][CH3:62])=[O:60])[C:57](=[O:58])[C:11]=4[C:10]=3[CH3:63])=[C:15]3[N:19]=[C:18]([CH:20]=[C:21]4[N-:26][C:24](=[CH:25][C:5](=[N:6]2)[C:4]=1[CH:64]=[O:68])[C:23]([CH:27]=[CH2:28])=[C:22]4[CH3:29])[C@@H:17]([CH3:30])[C@@H:16]3[CH2:31][CH2:32][C:33]([O:35][CH2:36]/[CH:37]=[C:38](/[CH2:40][CH2:41][CH2:42][C@@H:43]([CH2:45][CH2:46][CH2:47][C@@H:48]([CH2:50][CH2:51][CH2:52][CH:53]([CH3:55])[CH3:54])[CH3:49])[CH3:44])\[CH3:39])=[O:34].[Mg+2:65] |f:0.1,3.4|. Starting materials: CCC1=C(C2=NC1=CC3=C(C4=C([N-]3)C(=C5[C@H]([C@@H](C(=N5)C=C6C(=C(C(=C2)[N-]6)C=C)C)C)CCC(=O)OC/C=C(\C)/CCC[C@H](C)CCC[C@H](C)CCCC(C)C)[C@H](C4=O)C(=O)OC)C)C.[Mg+2] (chlorophyll A), CC(=O)C (acetone). Procedure: To 100 g of dried chlorell were added 800 ml of acetone. The mixture was treated in the same manner as described in Example 1 whereby 0.190 g in total of chlorophyll A and chlorophyll B was obtained.